From a dataset of the Open Reaction Database (ORD), a public repository of structured organic reaction records. describe an organic reaction: reactants, conditions, products, and yield The reactants are [Cl-].[NH4+] (ammonium chloride), C(CC)[Mg]Cl (propylmagnesiumchloride), [Si](C1=CC=CC=C1)(C1=CC=CC=C1)(C(C)(C)C)OCC(=O)OCC (ethyl 2-{[t-butyl(diphenyl)silyl]oxy}acetate). The reagents and catalysts are CC([O-])C.CC([O-])C.CC([O-])C.CC([O-])C.[Ti+4] (titaniumtetraisopropoxide). The solvent is O1CCCC1 (tetrahydrofuran), O1CCCC1 (tetrahydrofuran). Run at time 12 hour. The product is [Si](C1=CC=CC=C1)(C1=CC=CC=C1)(C(C)(C)C)OCC1(C(C1)C)O (1-({[t-butyl(diphenyl)silyl]oxy}methyl)-2-methylcyclopropanol). As a reaction SMILES: [Si:1]([O:18][CH2:19][C:20]([O:22]CC)=O)([C:14]([CH3:17])([CH3:16])[CH3:15])([C:8]1[CH:13]=[CH:12][CH:11]=[CH:10][CH:9]=1)[C:2]1[CH:7]=[CH:6][CH:5]=[CH:4][CH:3]=1.[CH2:25]([Mg]Cl)[CH2:26][CH3:27].[Cl-].[NH4+]>O1CCCC1.CC(C)[O-].CC(C)[O-].CC(C)[O-].CC(C)[O-].[Ti+4]>[Si:1]([O:18][CH2:19][C:20]1([OH:22])[CH2:25][CH:26]1[CH3:27])([C:14]([CH3:17])([CH3:15])[CH3:16])([C:2]1[CH:7]=[CH:6][CH:5]=[CH:4][CH:3]=1)[C:8]1[CH:13]=[CH:12][CH:11]=[CH:10][CH:9]=1 |f:2.3,5.6.7.8.9|. Procedure details: According to the description in a reference (see: Syn. Lett. 07, 1053–1054, 1999), the title compound was prepared as follows. 50 g (146 mmole) of ethyl 2-{[t-butyl(diphenyl)silyl]oxy}acetate was dissolved in 700 ml of tetrahydrofuran (THF) and 30.0 ml of titaniumtetraisopropoxide was added thereto. To the mixture was slowly added 290 ml of propylmagnesiumchloride (2.0M in THF) at −10° C., and the reaction solution was stirred for 12 hours at room temperature. 200 ml of saturated ammonium chlori... The reactants are C(C1=CC=CC=C1)OC(=O)[C@H]1N(CCC1)C([C@@H](CC1=CC=C(C=C1)C1=CC=CC=C1)NC(C)=O)=O (1-(2-(R)-Acetylamino-3-biphenyl-4yl-propionyl)-pyrrolidin-2-(S)-carboxylic acid benzyl ester). The reagents and catalysts are [Pd] (palladium on charcoal). Solvent: CO (methanol). Yields the product C(C)(=O)N[C@@H](C(=O)N1[C@@H](CCC1)C(=O)O)CC1=CC=C(C=C1)C1=CC=CC=C1 (1-(2-(R)-Acetylamino-3-biphenyl-4yl-propionyl)-pyrrolidin-2-(S)-carboxylic acid). Isolated yield 91.5%. RXN SMILES: C([O:8][C:9]([C@@H:11]1[CH2:15][CH2:14][CH2:13][N:12]1[C:16](=[O:35])[C@H:17]([NH:31][C:32](=[O:34])[CH3:33])[CH2:18][C:19]1[CH:24]=[CH:23][C:22]([C:25]2[CH:30]=[CH:29][CH:28]=[CH:27][CH:26]=2)=[CH:21][CH:20]=1)=[O:10])C1C=CC=CC=1>CO.[Pd]>[C:32]([NH:31][C@H:17]([CH2:18][C:19]1[CH:20]=[CH:21][C:22]([C:25]2[CH:30]=[CH:29][CH:28]=[CH:27][CH:26]=2)=[CH:23][CH:24]=1)[C:16]([N:12]1[CH2:13][CH2:14][CH2:15][C@H:11]1[C:9]([OH:10])=[O:8])=[O:35])(=[O:34])[CH3:33]. Procedure: 1-(2-(R)-Acetylamino-3-biphenyl-4yl-propionyl)-pyrrolidin-2-(S)-carboxylic acid benzyl ester (0.50 g) were dissolved in 30 mL of methanol and hydrogenated for 4 h at room temperature using 0.3 g palladium on charcoal (10%) as catalyst. Filtration followed by concentration in vacuo affords 0.37 g (91%) of the title compound as a white solid. (+)-APCI-MS: 381 (MH+). Reactants: COC=1C=C2C(=CC=NC2=CC1OC)OC1=CC(=C(N)C=C1)F (4-[(6,7-Dimethoxy-4-quinolyl)oxy]-2-fluoroaniline), ClC(Cl)(OC(OC(Cl)(Cl)Cl)=O)Cl (triphosgene), C([O-])(O)=O.[Na+] (sodium bicarbonate), NN1CCCCCC1 (1-aminohomopiperidine). Solvent: C(C)N(CC)CC (triethylamine), C1(=CC=CC=C1)C (toluene), C(Cl)Cl (methylene chloride). Product: COC=1C=C2C(=CC=NC2=CC1OC)OC1=CC(=C(C=C1)NC(=O)NN1CCCCCC1)F (N-{4-[(6,7-Dimethoxy-4-quinolyl)oxy]-2-fluorophenyl}-N′-(1-homopiperidinyl)urea). The yield is 59.5%. RXN SMILES: [CH3:1][O:2][C:3]1[CH:4]=[C:5]2[C:10](=[CH:11][C:12]=1[O:13][CH3:14])[N:9]=[CH:8][CH:7]=[C:6]2[O:15][C:16]1[CH:22]=[CH:21][C:19]([NH2:20])=[C:18]([F:23])[CH:17]=1.ClC(Cl)(O[C:28](=[O:34])OC(Cl)(Cl)Cl)Cl.[NH2:36][N:37]1[CH2:43][CH2:42][CH2:41][CH2:40][CH2:39][CH2:38]1.C(=O)(O)[O-].[Na+]>C(Cl)Cl.C(N(CC)CC)C.C1(C)C=CC=CC=1>[CH3:1][O:2][C:3]1[CH:4]=[C:5]2[C:10](=[CH:11][C:12]=1[O:13][CH3:14])[N:9]=[CH:8][CH:7]=[C:6]2[O:15][C:16]1[CH:22]=[CH:21][C:19]([NH:20][C:28]([NH:36][N:37]2[CH2:43][CH2:42][CH2:41][CH2:40][CH2:39][CH2:38]2)=[O:34])=[C:18]([F:23])[CH:17]=1 |f:3.4|. Reported procedure: 4-[(6,7-Dimethoxy-4-quinolyl)oxy]-2-fluoroaniline (50 mg) was added to toluene (5 ml), and triethylamine (0.5 ml), and the mixture was heated under reflux to prepare a solution. A solution of triphosgene (50 mg) in methylene chloride was then added thereto, and the mixture was heated under reflux for 10 min. Next, 1-aminohomopiperidine (50 mg) was added thereto, and the mixture was further stirred with heating under reflux for 3 hr. A saturated aqueous sodium bicarbonate solution was added to th... The reactants are O (Water), S1N=NC=C1NC(OCC(Cl)(Cl)Cl)=O (2,2,2-trichloroethyl 1,2,3-thiadiazol-5-ylcarbamate), C1(=CC=CC=C1)C=1N=C(SC1)N1CCNCC1 (1-(4-phenyl-1,3-thiazol-2-yl)piperazine), C(C)(C)N(CC)C(C)C (diisopropylethylamine). Solvent: CS(=O)C (dimethyl sulfoxide). Reaction conditions: temperature 70 celsius, time 3 day. Yields the product C1(=CC=CC=C1)C=1N=C(SC1)N1CCN(CC1)C(=O)NC1=CN=NS1 (4-(4-Phenyl-1,3-thiazol-2-yl)-N-1,2,3-thiadiazol-5-ylpiperazine-1-carboxamide). The yield is 68.4%. RXN SMILES: [S:1]1[C:5]([NH:6][C:7](=[O:14])OCC(Cl)(Cl)Cl)=[CH:4][N:3]=[N:2]1.[C:15]1([C:21]2[N:22]=[C:23]([N:26]3[CH2:31][CH2:30][NH:29][CH2:28][CH2:27]3)[S:24][CH:25]=2)[CH:20]=[CH:19][CH:18]=[CH:17][CH:16]=1.C(N(C(C)C)CC)(C)C.O>CS(C)=O>[C:15]1([C:21]2[N:22]=[C:23]([N:26]3[CH2:31][CH2:30][N:29]([C:7]([NH:6][C:5]4[S:1][N:2]=[N:3][CH:4]=4)=[O:14])[CH2:28][CH2:27]3)[S:24][CH:25]=2)[CH:16]=[CH:17][CH:18]=[CH:19][CH:20]=1. Procedure details: A mixture of 2,2,2-trichloroethyl 1,2,3-thiadiazol-5-ylcarbamate (190 mg, 0.686 mmol), 1-(4-phenyl-1,3-thiazol-2-yl)piperazine (153 mg, 0.624 mmol) and diisopropylethylamine (0.217 ml, 1.25 mmol) in dimethyl sulfoxide (2.5 ml) was stirred at 70° C. for 3 days. Water was poured to the reaction mixture, and the mixture was extracted with ethyl acetate. The extract was washed with water, and dried over anhydrous magnesium sulfate, and the solvent was distilled off under reduced pressure. The residu... Reactants: Cl (hydrochloric acid), BrC1=C(C(=O)OC)C=CC(=C1)C(=O)NN=C(C)C1=NN(C(=C1O)C1=CC=C(C=C1)C(C)(C)C)C (methyl 2-bromo-4-[(2-{1-[5-(4-tert-butylphenyl)-4-hydroxy-1-methyl-1H-pyrazol-3-yl]ethylidene}hydrazino)carbonyl]benzoate), CO (methanol), [OH-].[Na+] (sodium hydroxide). Solvent: O (water), C1CCOC1 (THF). Reaction conditions: temperature 50 celsius, time 14 hour. Product: BrC1=C(C(=O)O)C=CC(=C1)C(=O)NN=C(C)C1=NN(C(=C1O)C1=CC=C(C=C1)C(C)(C)C)C (2-bromo-4-[(2-{1-[5-(4-tert-butylphenyl)-4-hydroxy-1-methyl-1H-pyrazol-3-yl]ethylidene}hydrazino)carbonyl]benzoic acid). Yield: 64.6%. RXN SMILES: [Br:1][C:2]1[CH:11]=[C:10]([C:12]([NH:14][N:15]=[C:16]([C:18]2[C:22]([OH:23])=[C:21]([C:24]3[CH:29]=[CH:28][C:27]([C:30]([CH3:33])([CH3:32])[CH3:31])=[CH:26][CH:25]=3)[N:20]([CH3:34])[N:19]=2)[CH3:17])=[O:13])[CH:9]=[CH:8][C:3]=1[C:4]([O:6]C)=[O:5].CO.[OH-].[Na+].Cl>C1COCC1.O>[Br:1][C:2]1[CH:11]=[C:10]([C:12]([NH:14][N:15]=[C:16]([C:18]2[C:22]([OH:23])=[C:21]([C:24]3[CH:25]=[CH:26][C:27]([C:30]([CH3:33])([CH3:32])[CH3:31])=[CH:28][CH:29]=3)[N:20]([CH3:34])[N:19]=2)[CH3:17])=[O:13])[CH:9]=[CH:8][C:3]=1[C:4]([OH:6])=[O:5] |f:2.3|. Reported procedure: To methyl 2-bromo-4-[(2-{1-[5-(4-tert-butylphenyl)-4-hydroxy-1-methyl-1H-pyrazol-3-yl]ethylidene}hydrazino)carbonyl]benzoate (0.455 mmol, 239.8 mg), methanol (20 mL) was added, and 1 M aqueous sodium hydroxide (2.3 mmol, 2.3 mL) was added. After 5 hours of stirring at 50° C., 14 hours of stirring at room temperature and 4 hours of stirring at 50° C., 1 M hydrochloric acid (2.3 mmol, 2.3 mL) and water were added. The precipitated solid was recovered by filtration, washed with water and dried by m... Starting materials: 53.3, NC=1C=NC(=NC1)C=1C=C(CN2N=C(C=CC2=O)C2=CC=C(C=C2)S(=O)(=O)C)C=CC1 (2-[3-(5-aminopyrimidin-2-yl)benzyl]-6-(4-methanesulfonylphenyl)-2H-pyridazin-3-one), Cl.ClCCN(CC)CCCl (bis(2-chloroethyl)ethylamine hydrochloride), C([O-])([O-])=O.[K+].[K+] (potassium carbonate). Run in CN1CCCC1=O (NMP). Conditions: temperature 130 celsius, time 5 day. Product: CS(=O)(=O)C1=CC=C(C=C1)C=1C=CC(N(N1)CC1=CC(=CC=C1)C1=NC=C(C=N1)N1CCNCC1)=O (6-(4-methanesulfonylphenyl)-2-[3-(5-piperazin-1-ylpyrimidin-2-yl)benzyl]-2H-pyridazin-3-one). RXN SMILES: [NH2:1][C:2]1[CH:3]=[N:4][C:5]([C:8]2[CH:9]=[C:10]([CH:29]=[CH:30][CH:31]=2)[CH2:11][N:12]2[C:17](=[O:18])[CH:16]=[CH:15][C:14]([C:19]3[CH:24]=[CH:23][C:22]([S:25]([CH3:28])(=[O:27])=[O:26])=[CH:21][CH:20]=3)=[N:13]2)=[N:6][CH:7]=1.Cl.Cl[CH2:34][CH2:35][N:36](CCCl)[CH2:37][CH3:38].C(=O)([O-])[O-].[K+].[K+]>CN1C(=O)CCC1>[CH3:28][S:25]([C:22]1[CH:21]=[CH:20][C:19]([C:14]2[CH:15]=[CH:16][C:17](=[O:18])[N:12]([CH2:11][C:10]3[CH:29]=[CH:30][CH:31]=[C:8]([C:5]4[N:4]=[CH:3][C:2]([N:1]5[CH2:38][CH2:37][NH:36][CH2:35][CH2:34]5)=[CH:7][N:6]=4)[CH:9]=3)[N:13]=2)=[CH:24][CH:23]=1)(=[O:27])=[O:26] |f:1.2,3.4.5|. Procedure: 53.3 1.4 g (3.23 mmol) of 2-[3-(5-aminopyrimidin-2-yl)benzyl]-6-(4-methanesulfonylphenyl)-2H-pyridazin-3-one are dissolved in 30 ml of NMP, and 1.59 g (8.72 mmol) of bis(2-chloroethyl)ethylamine hydrochloride and 1.22 g (8.72 mmol) of potassium carbonate are added. The suspension is stirred at 130° C. for 5 days under an argon atmosphere. The reaction mixture is filtered, and the filtrate is stirred into 200 ml of diethyl ether. An oily residue deposits in the process. The residue is purified by...